From a dataset of the Open Reaction Database (ORD), a public repository of structured organic reaction records. describe an organic reaction: reactants, conditions, products, and yield Reactants: ether petroleum ether, [1(S),4R]-1-[3-(benzoylthio)-2-methyl-1-oxopropyl]-4-hydroxy-L-proline, methyl ester, CCOC(=O)/N=N/C(=O)OCC (diethylazodicarboxylate), COC(C1=C(C=CC=C1)O)OC (2-(dimethoxymethyl)-phenol), C1(=CC=CC=C1)P(C1=CC=CC=C1)C1=CC=CC=C1 (triphenylphosphine). Solvent: O1CCCC1 (tetrahydrofuran), O1CCCC1 (tetrahydrofuran). Reaction conditions: time 8 hour. Yields the product C1(=CC=CC=C1)P(C1=CC=CC=C1)(C1=CC=CC=C1)=O (triphenylphosphine oxide). Reaction SMILES: C[O:2]C(OC)C1C=CC=CC=1O.[C:13]1([P:19]([C:26]2[CH:31]=[CH:30][CH:29]=[CH:28][CH:27]=2)[C:20]2[CH:25]=[CH:24][CH:23]=[CH:22][CH:21]=2)[CH:18]=[CH:17][CH:16]=[CH:15][CH:14]=1.CCOC(/N=N/C(OCC)=O)=O>O1CCCC1>[C:26]1([P:19](=[O:2])([C:13]2[CH:14]=[CH:15][CH:16]=[CH:17][CH:18]=2)[C:20]2[CH:25]=[CH:24][CH:23]=[CH:22][CH:21]=2)[CH:27]=[CH:28][CH:29]=[CH:30][CH:31]=1. Reported procedure: To a mixture of 4.2 g. of [1(S),4R]-1-[3-(benzoylthio)-2-methyl-1-oxopropyl]-4-hydroxy-L-proline, methyl ester, 3 g. of 2-(dimethoxymethyl)-phenol, 4.6 g. of triphenylphosphine dissolved in 15 ml. of tetrahydrofuran there is added 3.1 g. of diethylazodicarboxylate dissolved in 5 ml. of tetrahydrofuran (nitrogen atmosphere). The mixture becomes warm. The solution is stirred overnight. Addition of ether/petroleum ether yields 1.1 g. of dicarbethoxyhydrazine which is filtered off. Addition of more ... Reactants: CC(=O)Cl, CN1CCCC1=O, Nn1cnc2c(Br)csc2c1=O, C1COCCO1, O, c1ccncc1. Product: CC(=O)Nn1cnc2c(Br)csc2c1=O. RXN SMILES: [CH3:1][C:2]([Cl:3])=[O:4].[CH3:30][N:31]1[CH2:32][CH2:33][CH2:34][C:35]1=[O:36].[NH2:5][n:6]1[cH:7][n:8][c:9]2[c:10]([c:11]1=[O:12])[s:13][cH:14][c:15]2[Br:16].[O:18]1[CH2:19][CH2:20][O:21][CH2:22][CH2:23]1.[OH2:17].[cH:24]1[cH:25][cH:26][n:27][cH:28][cH:29]1>>[CH3:1][C:2](=[O:4])[NH:5][n:6]1[cH:7][n:8][c:9]2[c:10]([c:11]1=[O:12])[s:13][cH:14][c:15]2[Br:16]. The reactants are ClC=1C=NC=C(C1NC(C1=CC(=C(C=C1)OC)OC1CCCC1)=O)Cl (N-(3,5-dichloropyrid-4yl)-3-cyclopentyloxy-4-methoxybenzamide), [OH-].[Na+] (sodium hydroxide), OO (hydrogen peroxide), OO (hydrogen peroxide). Run in C(C)(=O)O (acetic acid). Reaction conditions: time 3 hour. Product: ClC=1C=[N+](C=C(C1NC(C1=CC(=C(C=C1)OC)OC1CCCC1)=O)Cl)[O-] (3,5-dichloro-4-(3-cyclopentyloxy-4-methoxybenzamido)pyridine-N-oxide). As a reaction SMILES: [Cl:1][C:2]1[CH:3]=[N:4][CH:5]=[C:6]([Cl:25])[C:7]=1[NH:8][C:9](=[O:24])[C:10]1[CH:15]=[CH:14][C:13]([O:16][CH3:17])=[C:12]([O:18][CH:19]2[CH2:23][CH2:22][CH2:21][CH2:20]2)[CH:11]=1.[OH:26]O.[OH-].[Na+]>C(O)(=O)C>[Cl:1][C:2]1[CH:3]=[N+:4]([O-:26])[CH:5]=[C:6]([Cl:25])[C:7]=1[NH:8][C:9](=[O:24])[C:10]1[CH:15]=[CH:14][C:13]([O:16][CH3:17])=[C:12]([O:18][CH:19]2[CH2:23][CH2:22][CH2:21][CH2:20]2)[CH:11]=1 |f:2.3|. Procedure: A stirred suspension of N-(3,5-dichloropyrid-4yl)-3-cyclopentyloxy-4-methoxybenzamide (2.0 g; that is prepared as described in Example 6) in glacial acetic acid (8 mL) is treated with an aqueous solution of hydrogen peroxide (6 mL; 27.5%). The mixture is stirred for 3 hours at 70°-80° C. and then it is treated with a further portion of hydrogen peroxide solution (4 mL), and the solution is stirred for a further 12 hours. The solution is then cooled, basified by treatment with concentrated aqueou... Starting materials: NC1=C2N=CN(C2=NC(=N1)OCCOC)CC1=CC=C(C#N)C=C1 (4-[6-amino-2-(2-methoxyethoxy)purin-9-ylmethyl]benzonitrile), BrBr (bromine). Solvent: ClCCl (dichloromethane). Conditions: time 8 hour. Yields the product NC1=C2N=C(N(C2=NC(=N1)OCCOC)CC1=CC=C(C#N)C=C1)Br (4-[6-amino-8-bromo-2-(2-methoxyethoxy)purin-9-ylmethyl]benzonitrile). RXN SMILES: [NH2:1][C:2]1[N:10]=[C:9]([O:11][CH2:12][CH2:13][O:14][CH3:15])[N:8]=[C:7]2[C:3]=1[N:4]=[CH:5][N:6]2[CH2:16][C:17]1[CH:24]=[CH:23][C:20]([C:21]#[N:22])=[CH:19][CH:18]=1.[Br:25]Br>ClCCl>[NH2:1][C:2]1[N:10]=[C:9]([O:11][CH2:12][CH2:13][O:14][CH3:15])[N:8]=[C:7]2[C:3]=1[N:4]=[C:5]([Br:25])[N:6]2[CH2:16][C:17]1[CH:18]=[CH:19][C:20]([C:21]#[N:22])=[CH:23][CH:24]=1. Reported procedure: The product of example 3 (700 mg) is dissolved in dichloromethane (400 mL) and bromine (7 mL) is added dropwise. The mixture is stirred overnight at room temperature and extracted with aqueous sodium thiosulfate (2 L of 0.1 M) solution and then with aqueous sodium bicarbonate (500 mL, saturated). The residue from the organic layer is chromatographed on silica gel using 3% methanol in dichloromethane) to yield 460 mg of bromo product. NMR, UV and MS are consistent with structure assignment. The reactants are C1[C@H](O1)CO ((R)-glycidol), NC1=CC=C2C=C(NC(C2=C1)=O)C1=C(C=CC=C1)C(F)(F)F (7-amino-3-(2-trifluoromethylphenyl)-2H-isoquinolin-1-one). Solvent: C(C)O (ethanol). Yields the product O[C@@H](CNC1=CC=C2C=C(NC(C2=C1)=O)C1=C(C=CC=C1)C(F)(F)F)CO (7-((S)-2,3-dihydroxypropylamino)-3-(2-trifluoromethylphenyl)-2H-isoquinolin-1-one). Isolated yield 68.0%. As a reaction SMILES: [CH2:1]1[O:3][C@@H:2]1[CH2:4][OH:5].[NH2:6][C:7]1[CH:16]=[C:15]2[C:10]([CH:11]=[C:12]([C:18]3[CH:23]=[CH:22][CH:21]=[CH:20][C:19]=3[C:24]([F:27])([F:26])[F:25])[NH:13][C:14]2=[O:17])=[CH:9][CH:8]=1>C(O)C>[OH:3][C@H:2]([CH2:4][OH:5])[CH2:1][NH:6][C:7]1[CH:16]=[C:15]2[C:10]([CH:11]=[C:12]([C:18]3[CH:23]=[CH:22][CH:21]=[CH:20][C:19]=3[C:24]([F:27])([F:25])[F:26])[NH:13][C:14]2=[O:17])=[CH:9][CH:8]=1. Reported procedure: 132.6 μl (20 mmol) of (R)-glycidol was added to an ethanol solution (10 ml) containing 608.5 mg (2.0 mmol) of the 7-amino-3-(2-trifluoromethylphenyl)-2H-isoquinolin-1-one obtained in Example 38. The obtained mixture was stirred under heating to reflux overnight. The residue obtained by concentration of the reaction solution was purified by silica gel column chromatography (methylene chloride:methanol=20:1), so as to obtain 514.3 mg (68%) of 7-((S)-2,3-dihydroxypropylamino)-3-(2-trifluoromethylph...